From a dataset of the Open Reaction Database (ORD), a public repository of structured organic reaction records. describe an organic reaction: reactants, conditions, products, and yield Reactants: C(C)(C)(C)OC(NCCC1=CC(=CC=C1)OC1=NC=CC=C1N)=O (tert-butyl[2-[3-(3-amino-2-pyridyloxy)phenyl]ethyl]carbamate), BrCCCC(=O)OCC (ethyl 4-bromobutyrate), C([O-])([O-])=O.[K+].[K+] (potassium carbonate), CN(C=O)C (N,N-dimethylformamide). Solvent: O (water). Conditions: temperature 60 celsius, time 72 hour. The product is C(C)(C)(C)OC(=O)NCCC=1C=C(OC2=NC=CC=C2NCCCC(=O)OCC)C=CC1 (ethyl 4-[2-[3-[2-(tert-butoxycarbonylamino)ethyl]phenoxy]-3-pyridyl]aminobutyrate). The yield is 54.3%. Reaction SMILES: [C:1]([O:5][C:6](=[O:24])[NH:7][CH2:8][CH2:9][C:10]1[CH:15]=[CH:14][CH:13]=[C:12]([O:16][C:17]2[C:22]([NH2:23])=[CH:21][CH:20]=[CH:19][N:18]=2)[CH:11]=1)([CH3:4])([CH3:3])[CH3:2].Br[CH2:26][CH2:27][CH2:28][C:29]([O:31][CH2:32][CH3:33])=[O:30].C(=O)([O-])[O-].[K+].[K+].CN(C)C=O>O>[C:1]([O:5][C:6]([NH:7][CH2:8][CH2:9][C:10]1[CH:11]=[C:12]([CH:13]=[CH:14][CH:15]=1)[O:16][C:17]1[C:22]([NH:23][CH2:26][CH2:27][CH2:28][C:29]([O:31][CH2:32][CH3:33])=[O:30])=[CH:21][CH:20]=[CH:19][N:18]=1)=[O:24])([CH3:4])([CH3:2])[CH3:3] |f:2.3.4|. Procedure: A mixture of tert-butyl[2-[3-(3-amino-2-pyridyloxy)phenyl]ethyl]carbamate (3.3 g, 10 mmols), ethyl 4-bromobutyrate (2.8 ml, 20 mmols), potassium carbonate (1.4 g, 10 mmols) and N,N-dimethylformamide (30 ml) was stirred at 60° C. for 72 hours. The reaction mixture was cooled, then poured into water, and extracted with ethyl acetate. The extract was washed with water, and then dried with anhydrous magnesium sulfate. This was concentrated under reduced pressure, and the residue was purified through... Reactants: CNN(C(=O)SC=1C(=NC=CC1)C(=O)OC)NC (methyl 3-(N,N-dimethylaminocarbamoylthio)pyridine-2-carboxylate), CO.C[O-].[Na+] (sodium methoxide methanol), COC1=CC=C(CS)C=C1 (p-methoxybenzylmercaptan). Solvent: CO (methanol). Reaction conditions: time 18 hour. Yields the product COC1=CC=C(C=C1)CSC=1C(=NC=CC1)C(=O)OC (Methyl 3-(4-methoxyphenylmethylthio)pyridine-2-carboxylate). Yield: 62.2%. RXN SMILES: CNN(NC)[C:4]([S:6][C:7]1[C:8]([C:13]([O:15][CH3:16])=[O:14])=[N:9][CH:10]=[CH:11][CH:12]=1)=O.CO.C[O-].[Na+].[CH3:24][O:25][C:26]1[CH:33]=[CH:32][C:29](CS)=[CH:28][CH:27]=1>CO>[CH3:24][O:25][C:26]1[CH:33]=[CH:32][C:29]([CH2:4][S:6][C:7]2[C:8]([C:13]([O:15][CH3:16])=[O:14])=[N:9][CH:10]=[CH:11][CH:12]=2)=[CH:28][CH:27]=1 |f:1.2.3|. Procedure: A solution of 1.20 g (5 mmol) of methyl 3-(N,N-dimethylaminocarbamoylthio)pyridine-2-carboxylate in 5 mL of methanol and 1.5 mL (6 mmol) of 4.1M sodium methoxide methanol was stirred at room temperature for 10 minutes. Then the solvent was concentrated and the residue was dissolved in 5 mL of N,N-dimethylformamide and 5 mL of tetrahydrofuran. 0.936 g (6 mmol) of p-methoxybenzylmercaptan was added and the solution was stirred at room temperature for 18 hours. The solution was partitioned between ... The product is CCCN1CCCC2(Cc3ccccc3NC2=O)C1=O. Starting materials: C, CCO, CCCN1CCCC(Cc2ccccc2[N+](=O)[O-])(C(=O)OCC)C1=O, [Pd]. As a reaction SMILES: [C:26].[CH3:28][CH2:29][OH:30].[N+:1]([c:4]1[c:5]([CH2:6][C:7]2([C:17]([O:2][CH2:3][CH3:19])=[O:18])[C:8](=[O:16])[N:9]([CH2:13][CH2:14][CH3:15])[CH2:10][CH2:11][CH2:12]2)[cH:22][cH:23][cH:24][cH:25]1)([O-:20])=[O:21].[Pd:27]>>[NH:1]1[c:4]2[c:5]([cH:22][cH:23][cH:24][cH:25]2)[CH2:6][C:7]2([C:8](=[O:16])[N:9]([CH2:13][CH2:14][CH3:15])[CH2:10][CH2:11][CH2:12]2)[C:17]1=[O:18]. Yield: 42.0%. As a reaction SMILES: [ClH:1].C([S:5][CH:6]1[CH2:11][CH2:10][N:9]([CH:12]([C:18]2[CH:23]=[CH:22][CH:21]=[CH:20][C:19]=2[F:24])[C:13]([CH:15]2[CH2:17][CH2:16]2)=[O:14])[CH2:8]/[C:7]/1=[CH:25]/[C:26]1[CH:30]=[CH:29][N:28]([CH2:31][C:32]([O:34][CH2:35][CH3:36])=[O:33])[N:27]=1)(=O)C.Cl>>[ClH:1].[CH:15]1([C:13](=[O:14])[CH:12]([N:9]2[CH2:10][CH2:11][CH:6]([SH:5])/[C:7](=[CH:25]\[C:26]3[CH:30]=[CH:29][N:28]([CH2:31][C:32]([O:34][CH2:35][CH3:36])=[O:33])[N:27]=3)/[CH2:8]2)[C:18]2[CH:23]=[CH:22][CH:21]=[CH:20][C:19]=2[F:24])[CH2:17][CH2:16]1 |f:0.1,3.4|. Yields the product Cl.C1(CC1)C(C(C1=C(C=CC=C1)F)N1C/C(/C(CC1)S)=C/C1=NN(C=C1)CC(=O)OCC)=O ((Z)-1-[2-Cyclopropyl-1-(2-fluorophenyl)-2-oxoethyl]-3-{[1-(ethoxycarbonylmethyl)-1H-pyrazol-3-yl]methylidene}-4-sulfanylpiperidine hydrochloride). Procedure details: (Z)-4-(Acetylsulfanyl)-1-[2-cyclopropyl-1-(2-fluorophenyl)-2-oxoethyl]-3-{[1-(ethoxycarbonylmethyl)-1H-pyrazol-3-yl]methylidene}piperidine hydrochloride (0.80 g) was treated with hydrogen chloride in a similar manner to that described in Example 133, and the product was purified by preparative HPLC to afford the free base of the title compound (0.31 g) as a pale yellow foam, which was treated with 4N hydrogen chloride dioxane solution to afford the title compound (0.38 g, yield: 51%) as a pale y... The reactants are Cl.C(C)(=O)SC1\C(\CN(CC1)C(C(=O)C1CC1)C1=C(C=CC=C1)F)=C/C1=NN(C=C1)CC(=O)OCC ((Z)-4-(Acetylsulfanyl)-1-[2-cyclopropyl-1-(2-fluorophenyl)-2-oxoethyl]-3-{[1-(ethoxycarbonylmethyl)-1H-pyrazol-3-yl]methylidene}piperidine hydrochloride), Cl (hydrogen chloride). Starting materials: ClC1=CC=NC2=CC=C(C=C12)I (4-chloro-6-iodo-quinoline), C(C)(C)(C)OC(=O)N1CCC(CC1)O (4-hydroxy-piperidine-1-carboxylic acid tert-butyl ester), 4λ5-catenadi(phosphazene), CO (methanol). Run in C(C)#N (acetonitrile), ClCCl (dichloromethane). Run at temperature 100 celsius, time 30 minute. Product: C(C)(C)(C)OC(=O)N1CCC(CC1)OC1=CC=NC2=CC=C(C=C12)I (4-(6-iodo-quinolin-4-yloxy)-piperidine-1-carboxylic acid tert-butyl ester). Yield: 77.0%. As a reaction SMILES: Cl[C:2]1[C:11]2[C:6](=[CH:7][CH:8]=[C:9]([I:12])[CH:10]=2)[N:5]=[CH:4][CH:3]=1.[C:13]([O:17][C:18]([N:20]1[CH2:25][CH2:24][CH:23]([OH:26])[CH2:22][CH2:21]1)=[O:19])([CH3:16])([CH3:15])[CH3:14].CO>C(#N)C.ClCCl>[C:13]([O:17][C:18]([N:20]1[CH2:25][CH2:24][CH:23]([O:26][C:2]2[C:11]3[C:6](=[CH:7][CH:8]=[C:9]([I:12])[CH:10]=3)[N:5]=[CH:4][CH:3]=2)[CH2:22][CH2:21]1)=[O:19])([CH3:16])([CH3:14])[CH3:15]. Procedure: The mixture of 4-chloro-6-iodo-quinoline (217.5 mg, 1 mmol, prepared by similar procedure to example 1e), 4-hydroxy-piperidine-1-carboxylic acid tert-butyl ester (150 mg, 0.75 mmol), and 1-tert-butyl-2,2,4,4-pentakis(dimethylamino)-2λ5, 4λ5-catenadi(phosphazene) in tetrahdyrofuran (2M, 0.75 ml, 1.5 mmol) in acetonitrile (3.5 ml) was stirred at 100° C. for 30 min in microwave instrument (Personal Chemistry). After cooling the reaction, the solvent was evaporated, followed by addition of water, so... The reactants are CC=1C=C(C#N)C=C(C1C#CCC(C(F)(F)F)(CC1(CCOC2=CC=C(C=C12)S(=O)(=O)C)C)O)[N+](=O)[O-] (3-methyl-5-nitro-4-[5,5,5-trifluoro-4-hydroxy-4-(6-methanesulfonyl-4-methylchroman-4-ylmethyl)pent-1-ynyl]benzonitrile). The reagents and catalysts are [Fe] (iron). Solvent: C(C)O (ethanol), C(C)(=O)O (acetic acid), C(C)(=O)OCC (ethyl acetate). Reaction conditions: temperature 90 celsius, time 2 hour. Product: NC=1C=C(C#N)C=C(C1C#CCC(C(F)(F)F)(CC1(CCOC2=CC=C(C=C12)S(=O)(=O)C)C)O)C (3-amino-5-methyl-4-[5,5,5-trifluoro-4-hydroxy-4-(6-methanesulfonyl-4-methylchroman-4-ylmethyl)pent-1-ynyl]benzonitrile). Isolated yield 64.2%. As a reaction SMILES: [CH3:1][C:2]1[CH:3]=[C:4]([CH:7]=[C:8]([N+:35]([O-])=O)[C:9]=1[C:10]#[C:11][CH2:12][C:13]([OH:34])([CH2:18][C:19]1([CH3:33])[C:28]2[C:23](=[CH:24][CH:25]=[C:26]([S:29]([CH3:32])(=[O:31])=[O:30])[CH:27]=2)[O:22][CH2:21][CH2:20]1)[C:14]([F:17])([F:16])[F:15])[C:5]#[N:6]>C(O)C.C(O)(=O)C.C(OCC)(=O)C.[Fe]>[NH2:35][C:8]1[CH:7]=[C:4]([CH:3]=[C:2]([CH3:1])[C:9]=1[C:10]#[C:11][CH2:12][C:13]([OH:34])([CH2:18][C:19]1([CH3:33])[C:28]2[C:23](=[CH:24][CH:25]=[C:26]([S:29]([CH3:32])(=[O:31])=[O:30])[CH:27]=2)[O:22][CH2:21][CH2:20]1)[C:14]([F:17])([F:15])[F:16])[C:5]#[N:6]. Procedure: A mixture of 200 mg (0.4 mmol) of 3-methyl-5-nitro-4-[5,5,5-trifluoro-4-hydroxy-4-(6-methanesulfonyl-4-methylchroman-4-ylmethyl)pent-1-ynyl]benzonitrile and 375 mg (6.7 mmol) of iron powder in 4 mL of ethanol and 2 mL of acetic acid was warmed at 90° C. After 2 hours, the mixture was cooled and diluted with 50 mL of ethyl acetate and filtered through CELITE® filter aid. The filtrate was washed with three portions of saturated aqueous sodium bicarbonate, dried over sodium sulfate, and concentrate... Starting materials: O[C@@H]1[C@H](C[C@@H]2CC[C@H]3[C@@H]4CC[C@@H]([C@@]4(C)C[C@H]([C@@H]3[C@]2(C1)C)NCCC(C)C)C(=O)OC)O (Methyl 2β,3α-dihydroxy-11α-(3-methylbutylamino)5α-androstane-17β-carboxylate), Cl (hydrochloric acid), Cl (hydrochloric acid). Solvent: O1CCOCC1 (dioxan), O (water), O (water). Product: Cl.O[C@@H]1[C@H](C[C@@H]2CC[C@H]3[C@@H]4CC[C@@H]([C@@]4(C)C[C@H]([C@@H]3[C@]2(C1)C)NCCC(C)C)C(=O)O)O (2β,3α-Dihydroxy-11α-(3-methylbutylamino)-5α-androstane-17β-carboxylic acid hydrochloride). As a reaction SMILES: [OH:1][C@H:2]1[CH2:19][C@@:18]2([CH3:20])[C@@H:5]([CH2:6][CH2:7][C@@H:8]3[C@@H:17]2[C@H:16]([NH:21][CH2:22][CH2:23][CH:24]([CH3:26])[CH3:25])[CH2:15][C@@:13]2([CH3:14])[C@H:9]3[CH2:10][CH2:11][C@@H:12]2[C:27]([O:29]C)=[O:28])[CH2:4][C@@H:3]1[OH:31].[ClH:32]>O1CCOCC1.O>[ClH:32].[OH:1][C@H:2]1[CH2:19][C@@:18]2([CH3:20])[C@@H:5]([CH2:6][CH2:7][C@@H:8]3[C@@H:17]2[C@H:16]([NH:21][CH2:22][CH2:23][CH:24]([CH3:26])[CH3:25])[CH2:15][C@@:13]2([CH3:14])[C@H:9]3[CH2:10][CH2:11][C@@H:12]2[C:27]([OH:29])=[O:28])[CH2:4][C@@H:3]1[OH:31] |f:4.5|. Reported procedure: Methyl 2β,3α-dihydroxy-11α-(3-methylbutylamino)5α-androstane-17β-carboxylate (750 mg) in dioxan (20 ml) was treated with concentrated hydrochloric acid (3 ml) and water (10 ml) and heated on a steam bath for 5 days. The cooled mixture was diluted with water (200 ml) and acidified to pH 1 with dilute hydrochloric acid and extracted with ethyl acetate (3×). The extracts were washed with brine, dried and evaporated to give a foam (426 mg). This was purified by preparative t.l.c. in chloroform/metha... Starting materials: ClCCl, O=C(O)C(CC1CCCCC1)N1Cc2ccccc2C1=O, CCN(C(C)C)C(C)C, Nc1nccs1. Yields the product O=C(Nc1nccs1)C(CC1CCCCC1)N1Cc2ccccc2C1=O. As a reaction SMILES: [CH2:37]([Cl:38])[Cl:39].[CH:1]1([CH2:7][CH:8]([C:9](=[O:10])[OH:11])[N:12]2[C:13](=[O:21])[c:14]3[cH:15][cH:16][cH:17][cH:18][c:19]3[CH2:20]2)[CH2:2][CH2:3][CH2:4][CH2:5][CH2:6]1.[CH:28]([N:29]([CH2:30][CH3:31])[CH:32]([CH3:33])[CH3:34])([CH3:35])[CH3:36].[NH2:22][c:23]1[s:24][cH:25][cH:26][n:27]1>>[CH:1]1([CH2:7][CH:8]([C:9](=[O:11])[NH:22][c:23]2[s:24][cH:25][cH:26][n:27]2)[N:12]2[C:13](=[O:21])[c:14]3[cH:15][cH:16][cH:17][cH:18][c:19]3[CH2:20]2)[CH2:2][CH2:3][CH2:4][CH2:5][CH2:6]1. Starting materials: O=c1[nH]c(=O)n(C2CC(O)C(CO)O2)cc1Br, N. The product is Nc1cn(C2CC(O)C(CO)O2)c(=O)[nH]c1=O. As a reaction SMILES: [Br:1][c:2]1[c:3](=[O:17])[nH:4][c:5](=[O:16])[n:6]([CH:7]2[CH2:8][CH:9]([OH:10])[CH:11]([CH2:12][OH:13])[O:14]2)[cH:15]1.[NH3:18]>>[c:2]1([NH2:18])[c:3](=[O:17])[nH:4][c:5](=[O:16])[n:6]([CH:7]2[CH2:8][CH:9]([OH:10])[CH:11]([CH2:12][OH:13])[O:14]2)[cH:15]1.